Dataset: the Open Reaction Database (ORD), a public repository of structured organic reaction records. Task: describe an organic reaction: reactants, conditions, products, and yield Reactants: C(C)OC(CC(=O)NC1=C(C=C(C=C1)OC)S(N)(=O)=O)=O (N-(4-Methoxy-2-sulfamoyl-phenyl)-malonamic acid ethyl ester), P(=O)(Cl)(Cl)Cl (phosphorous oxychloride). Product: C(C)OC(CC1=NS(C2=C(N1)C=CC(=C2)OC)(=O)=O)=O ((7-Methoxy-1,1-dioxo-1,4-dihydro-1λ6-benzo[1,2,4]thiadiazin-3-yl)-acetic acid ethyl ester). Yield: 79.0%. As a reaction SMILES: [CH2:1]([O:3][C:4](=[O:21])[CH2:5][C:6]([NH:8][C:9]1[CH:14]=[CH:13][C:12]([O:15][CH3:16])=[CH:11][C:10]=1[S:17](=[O:20])(=[O:19])[NH2:18])=O)[CH3:2].P(Cl)(Cl)(Cl)=O>>[CH2:1]([O:3][C:4](=[O:21])[CH2:5][C:6]1[NH:8][C:9]2[CH:14]=[CH:13][C:12]([O:15][CH3:16])=[CH:11][C:10]=2[S:17](=[O:20])(=[O:19])[N:18]=1)[CH3:2]. Procedure: A mixture of 10 (8.0 g, 28 mmol) in phosphorous oxychloride (150 mL, 1.64 mol) was heated to reflux for 2.5 hours, then cooled to room temperature and concentrated in vacuo. The residue was then dissolved in ethyl acetate and neutralized with saturated aqueous sodium bicarbonate. The organic phase was washed with 2 N hydrochloric acid and then brine, dried over magnesium sulfate, filtered, and concentrated in vacuo. The solid product was then triturated in diethyl ether to produce 6.6 g of the d... Starting materials: FC(C(=O)O)(F)F.C(C)S(=O)(=O)N1CCC(CC1)C1=CNC2=C(C=C(C=C12)C=1SC=C(C1)CNC)C(=O)N (3-[1-(ethylsulfonyl)-4-piperidinyl]-5-{4-[(methylamino)methyl]-2-thienyl}-1H-indole-7-carboxamide trifluoroacetate), CN (methylamine). Product: FC(C(=O)O)(F)F.C(C)S(=O)(=O)N1CCC(CC1)C1=CNC2=C(C=C(C=C12)C=1SC=C(C1)CN1CCCC1)C(=O)N (3-[1-(ethylsulfonyl)-4-piperidinyl]-5-[4-(1-pyrrolidinylmethyl)-2-thienyl]-1H-indole-7-carboxamide trifluoroacetate). Isolated yield 24.1%. RXN SMILES: [F:1][C:2]([F:7])([F:6])[C:3]([OH:5])=[O:4].[CH2:8]([S:10]([N:13]1[CH2:18][CH2:17][CH:16]([C:19]2[C:27]3[C:22](=[C:23]([C:36]([NH2:38])=[O:37])[CH:24]=[C:25]([C:28]4[S:29][CH:30]=[C:31]([CH2:33][NH:34][CH3:35])[CH:32]=4)[CH:26]=3)[NH:21][CH:20]=2)[CH2:15][CH2:14]1)(=[O:12])=[O:11])[CH3:9].[CH3:39]N>>[F:1][C:2]([F:7])([F:6])[C:3]([OH:5])=[O:4].[CH2:8]([S:10]([N:13]1[CH2:14][CH2:15][CH:16]([C:19]2[C:27]3[C:22](=[C:23]([C:36]([NH2:38])=[O:37])[CH:24]=[C:25]([C:28]4[S:29][CH:30]=[C:31]([CH2:33][N:34]5[CH2:3][CH2:2][CH2:39][CH2:35]5)[CH:32]=4)[CH:26]=3)[NH:21][CH:20]=2)[CH2:17][CH2:18]1)(=[O:11])=[O:12])[CH3:9] |f:0.1,3.4|. Reported procedure: The title compound was prepared according to the general procedure of 3-[1-(ethylsulfonyl)-4-piperidinyl]-5-{4-[(methylamino)methyl]-2-thienyl}-1H-indole-7-carboxamide trifluoroacetate, substituting pyrrolidine (0.083 mL) for 2 M methylamine to afford 14.8 mg of the title compound (24.1%). The reactants are CNC(=O)c1cc(Br)cc(C)c1N, N#C[Na], [Zn]. Product: CNC(=O)c1cc(C#N)cc(C)c1N. RXN SMILES: [NH2:1][c:2]1[c:3]([C:4](=[O:5])[NH:6][CH3:7])[cH:8][c:9]([Br:13])[cH:10][c:11]1[CH3:12].[Na:14][C:15]#[N:16].[Zn:17]>>[NH2:1][c:2]1[c:3]([C:4](=[O:5])[NH:6][CH3:7])[cH:8][c:9]([C:15]#[N:16])[cH:10][c:11]1[CH3:12]. The reactants are C1(CC1)C=1N=CC(=NC1OCC1CC1)C(=O)O (5-cyclopropyl-6-cyclopropylmethoxy-pyrazine-2-carboxylic acid), Cl.N[C@H](C(=O)N(C)C)CC1CC1 ((S)-2-amino-3-cyclopropyl-N,N-dimethyl-propionamide hydrochloride). The product is C1(CC1)C[C@@H](C(N(C)C)=O)NC(=O)C1=NC(=C(N=C1)C1CC1)OCC1CC1 (5-Cyclopropyl-6-cyclopropylmethoxy-pyrazine-2-carboxylic acid ((S)-2-cyclopropyl-1-dimethylcarbamoyl-ethyl)-amide). As a reaction SMILES: [CH:1]1([C:4]2[N:5]=[CH:6][C:7]([C:15]([OH:17])=O)=[N:8][C:9]=2[O:10][CH2:11][CH:12]2[CH2:14][CH2:13]2)[CH2:3][CH2:2]1.Cl.[NH2:19][C@@H:20]([CH2:26][CH:27]1[CH2:29][CH2:28]1)[C:21]([N:23]([CH3:25])[CH3:24])=[O:22]>>[CH:27]1([CH2:26][C@H:20]([NH:19][C:15]([C:7]2[CH:6]=[N:5][C:4]([CH:1]3[CH2:2][CH2:3]3)=[C:9]([O:10][CH2:11][CH:12]3[CH2:13][CH2:14]3)[N:8]=2)=[O:17])[C:21](=[O:22])[N:23]([CH3:24])[CH3:25])[CH2:29][CH2:28]1 |f:1.2|. Procedure: The title compound was synthesized in analogy to Example 6, using 5-cyclopropyl-6-cyclopropylmethoxy-pyrazine-2-carboxylic acid (Example 10 g) and (S)-2-amino-3-cyclopropyl-N,N-dimethyl-propionamide hydrochloride (1:1) (Example 25b) as starting materials, and isolated (80 mg, 86%) as light yellow oil; LC-MS (UV peak area, ESI) 100%, 373.2231 (M+H). Starting materials: NCC1(SCc2ccccc2)CCOCC1, COCCOc1cc(N(C)S(=O)(=O)c2ccccn2)c2[nH]c(C(=O)O)cc2c1, CCN=C=NCCCN(C)C, CN(C)C=O, Cl, On1nnc2ccccc21. Product: COCCOc1cc(N(C)S(=O)(=O)c2ccccn2)c2[nH]c(C(=O)NCC3(SCc4ccccc4)CCOCC3)cc2c1. Reaction SMILES: [CH2:29]([c:30]1[cH:31][cH:32][cH:33][cH:34][cH:35]1)[S:36][C:37]1([CH2:43][NH2:44])[CH2:38][CH2:39][O:40][CH2:41][CH2:42]1.[CH3:1][O:2][CH2:3][CH2:4][O:5][c:6]1[cH:7][c:8]2[cH:9][c:10]([C:26](=[O:27])[OH:28])[nH:11][c:12]2[c:13]([N:15]([S:16](=[O:17])(=[O:18])[c:19]2[n:20][cH:21][cH:22][cH:23][cH:24]2)[CH3:25])[cH:14]1.[CH3:56][N:57]([CH3:58])[CH2:59][CH2:60][CH2:61][N:62]=[C:63]=[N:64][CH2:65][CH3:66].[CH3:67][N:68]([CH3:69])[CH:70]=[O:71].[ClH:55].[n:45]1([OH:46])[c:47]2[cH:48][cH:49][cH:50][cH:51][c:52]2[n:53][n:54]1>>[CH3:1][O:2][CH2:3][CH2:4][O:5][c:6]1[cH:7][c:8]2[cH:9][c:10]([C:26](=[O:28])[NH:44][CH2:43][C:37]3([S:36][CH2:29][c:30]4[cH:31][cH:32][cH:33][cH:34][cH:35]4)[CH2:38][CH2:39][O:40][CH2:41][CH2:42]3)[nH:11][c:12]2[c:13]([N:15]([S:16](=[O:17])(=[O:18])[c:19]2[n:20][cH:21][cH:22][cH:23][cH:24]2)[CH3:25])[cH:14]1. Reactants: C1(NC(C2=CC=CC=C12)=N)=C1NC(C2=CC=CC=C12)=N ([1,1′]biisoindolylidene-3,3′-diimine), CC1=NN(C(C1)=O)C1=CC(=CC=C1)C(=O)O (3-methyl-1-(3-carboxyphenyl)-2-pyrazolin-5-one), C(C)(=O)O (acetic acid). Run in CN1CCCC1=O (NMP). The product is CC1=NN(C(C1=C1NC(C2=CC=CC=C12)=C1NC(C2=CC=CC=C12)=C1C(=NN(C1=O)C1=CC(=CC=C1)C(=O)O)C)=O)C1=CC(=CC=C1)C(=O)O (3,3′-Bis(3-methyl-5-oxo-1-(3-carboxyphenyl)-1,5-dihydropyrazol-4-ylidene)-[1,1′]biisoindolylidene). Reaction SMILES: [C:1]1(=[C:11]2[C:19]3[C:14](=[CH:15][CH:16]=[CH:17][CH:18]=3)[C:13](=N)[NH:12]2)[C:9]2[C:4](=[CH:5][CH:6]=[CH:7][CH:8]=2)[C:3](=N)[NH:2]1.[CH3:21][C:22]1[CH2:26][C:25](=[O:27])[N:24]([C:28]2[CH:33]=[CH:32][CH:31]=[C:30]([C:34]([OH:36])=[O:35])[CH:29]=2)[N:23]=1.[C:37]([OH:40])(=[O:39])[CH3:38]>CN1C(=O)CCC1>[CH3:21][C:22]1[C:26](=[C:3]2[C:4]3[C:9](=[CH:8][CH:7]=[CH:6][CH:5]=3)[C:1](=[C:11]3[C:19]4[C:14](=[CH:15][CH:16]=[CH:17][CH:18]=4)[C:13](=[C:26]4[C:25](=[O:27])[N:24]([C:28]5[CH:29]=[CH:30][CH:31]=[C:38]([C:37]([OH:40])=[O:39])[CH:33]=5)[N:23]=[C:22]4[CH3:21])[NH:12]3)[NH:2]2)[C:25](=[O:27])[N:24]([C:28]2[CH:33]=[CH:32][CH:31]=[C:30]([C:34]([OH:36])=[O:35])[CH:29]=2)[N:23]=1. Procedure details: 10.0 g of [1,1′]biisoindolylidene-3,3′-diimine and 25.3 g of 3-methyl-1-(3-carboxyphenyl)-2-pyrazolin-5-one are stirred in a mixture of 160 ml of NMP and 40 ml of glacial acetic acid at reflux for 5 hours. After cooling to room temperature the suspension is filtered and the filter product is washed with ethanol and then water and dried at 60° C. This gives 21.7 g (85%) of a brownish black powder of a compound of the following formula The reactants are Cl (hydrochloric acid), [Si](C)(C)(C(C)(C)C)O[C@@H]1C=2C3=C(C(=NC2CC(C1)(C)C)C(=O)OC)[C@H](OC31CCOCC1)C1=CC=C(C=C1)C(F)(F)F ((3R,9S)-methyl 9-(tert-butyldimethylsilyloxy)-7,7-dimethyl-3-(4-(trifluoromethyl)phenyl)-2′,3′,5′,6,6′,7,8,9-octahydro-3H-spiro[furo[3,4-c]quinoline-1,4′-pyran]-4-carboxylate), solution, [H-].[Al+3].[Li+].[H-].[H-].[H-] (lithiumaluminium hydride). The solvent is C(C)OCC (diethylether), O1CCCC1 (tetrahydrofurane), O1CCCC1 (tetrahydrofurane). Conditions: temperature -10 celsius, time 1 hour. Product: [Si](C)(C)(C(C)(C)C)O[C@@H]1C=2C3=C(C(=NC2CC(C1)(C)C)CO)[C@H](OC31CCOCC1)C1=CC=C(C=C1)C(F)(F)F (((3R,9S)-9-(tert-butyldimethylsilyloxy)-7,7-dimethyl-3-(4-(trifluoromethyl)phenyl)-2′,3′,5′,6,6′,7,8,9-octahydro-3H-spiro[furo[3,4-c]quinoline-1,4′-pyran]-4-yl)methanol). As a reaction SMILES: [Si:1]([O:8][C@H:9]1[CH2:18][C:17]([CH3:20])([CH3:19])[CH2:16][C:15]2[N:14]=[C:13]([C:21](OC)=[O:22])[C:12]3[C@@H:25]([C:33]4[CH:38]=[CH:37][C:36]([C:39]([F:42])([F:41])[F:40])=[CH:35][CH:34]=4)[O:26][C:27]4([CH2:32][CH2:31][O:30][CH2:29][CH2:28]4)[C:11]=3[C:10]1=2)([C:4]([CH3:7])([CH3:6])[CH3:5])([CH3:3])[CH3:2].[H-].[Al+3].[Li+].[H-].[H-].[H-].Cl>O1CCCC1.C(OCC)C>[Si:1]([O:8][C@H:9]1[CH2:18][C:17]([CH3:20])([CH3:19])[CH2:16][C:15]2[N:14]=[C:13]([CH2:21][OH:22])[C:12]3[C@@H:25]([C:33]4[CH:38]=[CH:37][C:36]([C:39]([F:42])([F:40])[F:41])=[CH:35][CH:34]=4)[O:26][C:27]4([CH2:32][CH2:31][O:30][CH2:29][CH2:28]4)[C:11]=3[C:10]1=2)([C:4]([CH3:5])([CH3:6])[CH3:7])([CH3:3])[CH3:2] |f:1.2.3.4.5.6|. Procedure: 1.28 g (3R,9S)-methyl 9-(tert-butyldimethylsilyloxy)-7,7-dimethyl-3-(4-(trifluoromethyl)phenyl)-2′,3′,5′,6,6′,7,8,9-octahydro-3H-spiro[furo[3,4-c]quinoline-1,4′-pyran]-4-carboxylate are dissolved in 10 ml tetrahydrofurane cooled to −10° C. and treated dropwise with 1.2 ml of a 1 M solution of lithiumaluminium hydride in tetrahydrofurane. The mixture is warmed to room temperature and stirred for 1 hour. Then it is diluted with diethylether and treated under vigorous stirring with 1 M hydrochloric...